The task is: describe an organic reaction: reactants, conditions, products, and yield. This data is from the Open Reaction Database (ORD), a public repository of structured organic reaction records. Starting materials: Intermediate 44, OC1(CN(CCN(C1)C(=O)OC(C)(C)C)C1=C(C=NN1C)[N+](=O)[O-])C (tert-butyl 6-hydroxy-6-methyl-4-(1-methyl-4-nitro-1H-pyrazol-5-yl)-1,4-diazepane-1-carboxylate). The reagents and catalysts are [Pd] (palladium on carbon). Run in CO (MeOH). Conditions: time 16 hour. Yields the product NC=1C=NN(C1N1CCN(CC(C1)(C)O)C(=O)OC(C)(C)C)C (tert-butyl 4-(4-amino-1-methyl-1H-pyrazol-5-yl)-6-hydroxy-6-methyl-1,4-diazepane-1-carboxylate). As a reaction SMILES: [OH:1][C:2]1([CH3:25])[CH2:8][N:7]([C:9]([O:11][C:12]([CH3:15])([CH3:14])[CH3:13])=[O:10])[CH2:6][CH2:5][N:4]([C:16]2[N:20]([CH3:21])[N:19]=[CH:18][C:17]=2[N+:22]([O-])=O)[CH2:3]1>CO.[Pd]>[NH2:22][C:17]1[CH:18]=[N:19][N:20]([CH3:21])[C:16]=1[N:4]1[CH2:3][C:2]([OH:1])([CH3:25])[CH2:8][N:7]([C:9]([O:11][C:12]([CH3:15])([CH3:14])[CH3:13])=[O:10])[CH2:6][CH2:5]1. Procedure: To a solution of Intermediate 44, tert-butyl 6-hydroxy-6-methyl-4-(1-methyl-4-nitro-1H-pyrazol-5-yl)-1,4-diazepane-1-carboxylate (70 mg, 0.20 mmol) in MeOH (5 mL), was added 10% palladium on carbon (10 mg) and the mixture was stirred under an atmosphere of H2 (60 psi) for 16 hr. The mixture was filtered through Celite® and the solvent was removed under reduced pressure to afford tert-butyl 4-(4-amino-1-methyl-1H-pyrazol-5-yl)-6-hydroxy-6-methyl-1,4-diazepane-1-carboxylate as an oil. To a solutio... Reactants: ClC1=NC(=NC(=N1)NC1=CC(=C(C=C1)OC)Cl)NC1CCCCCC1 (6-Chloro-N-(3-chloro-4-methoxy-phenyl)-N′-cycloheptyl-[1,3,5]triazine-2,4-diamine), FC1=C(C=CC=C1)O (2-fluorophenol), C([O-])([O-])=O.[K+].[K+] (potassium carbonate). Run at temperature 80 celsius. Yield: 56.0%. RXN SMILES: Cl[C:2]1[N:7]=[C:6]([NH:8][C:9]2[CH:14]=[CH:13][C:12]([O:15][CH3:16])=[C:11]([Cl:17])[CH:10]=2)[N:5]=[C:4]([NH:18][CH:19]2[CH2:25][CH2:24][CH2:23][CH2:22][CH2:21][CH2:20]2)[N:3]=1.[F:26][C:27]1[CH:32]=[CH:31][CH:30]=[CH:29][C:28]=1[OH:33].C(=O)([O-])[O-].[K+].[K+]>CN(C)C=O.O>[Cl:17][C:11]1[CH:10]=[C:9]([NH:8][C:6]2[N:5]=[C:4]([NH:18][CH:19]3[CH2:25][CH2:24][CH2:23][CH2:22][CH2:21][CH2:20]3)[N:3]=[C:2]([O:33][C:28]3[CH:29]=[CH:30][CH:31]=[CH:32][C:27]=3[F:26])[N:7]=2)[CH:14]=[CH:13][C:12]=1[O:15][CH3:16] |f:2.3.4|. Solvent: CN(C=O)C (dimethylformamide), O (water). Yields the product ClC=1C=C(C=CC1OC)NC1=NC(=NC(=N1)NC1CCCCCC1)OC1=C(C=CC=C1)F (N2-(3-chloro-4-methoxyphenyl)-N4-cycloheptyl-6-(2-fluorophenoxy)-1,3,5-triazine-4,2-diamine), solid. Procedure details: A mixture of compound 133 (0.3 g, 0.785 mmol), 2-fluorophenol (0.106 g, 0.942 mmol) and potassium carbonate (541 mg, 3.93 mmol) in dimethylformamide (3 mL) was heated to 80° C. for 12 hours with stirring under nitrogen atmosphere. The mixture was then cooled, diluted with water (20 mL) and extracted with EtOAc (2×20 mL). The combined organic layers were washed with water (2×10 mL), dried over anhydrous sodium sulphate and concentrated under vacuum. The residue thus obtained was purified by colum...